From a dataset of the Open Reaction Database (ORD), a public repository of structured organic reaction records. describe an organic reaction: reactants, conditions, products, and yield Reactants: C(C=C)OCC=1OC2=C(C1)C(=CC(=C2OC)OC)CC=2C(=NC(=NC2)N)N (5-(2-allyloxymethyl-6,7-dimethoxy-benzofuran-4-ylmethyl)-pyrimidine-2,4-diamine), C(=O)[O-].[NH4+] (ammonium formate). The solvent is C(C)#N (ACN). Product: NC1=NC=C(C(=N1)N)CC1=CC(=C(C2=C1C=C(O2)CO)OC)OC ([4-(2,4-diamino-pyrimidin-5-ylmethyl)-6,7-dimethoxy-benzofuran-2-yl]-methanol). Yield: 91.7%. RXN SMILES: C([O:4][CH2:5][C:6]1[O:7][C:8]2[C:14]([O:15][CH3:16])=[C:13]([O:17][CH3:18])[CH:12]=[C:11]([CH2:19][C:20]3[C:21]([NH2:27])=[N:22][C:23]([NH2:26])=[N:24][CH:25]=3)[C:9]=2[CH:10]=1)C=C.C([O-])=O.[NH4+]>C(#N)C>[NH2:26][C:23]1[N:22]=[C:21]([NH2:27])[C:20]([CH2:19][C:11]2[C:9]3[CH:10]=[C:6]([CH2:5][OH:4])[O:7][C:8]=3[C:14]([O:15][CH3:16])=[C:13]([O:17][CH3:18])[CH:12]=2)=[CH:25][N:24]=1 |f:1.2|. Procedure: Under argon, to a solution of 5-(2-allyloxymethyl-6,7-dimethoxy-benzofuran-4-ylmethyl)-pyrimidine-2,4-diamine (610 mg, 1.64 mmol) in ACN was added Pd(PPh3)4 complex (571 mg, 0.424 mmol) and ammonium formate (519 mg, 8.23 mmol). The reaction mixture was stirred at reflux for 2 h. Then the reaction was quenched with 1N HCl, the impurities were extracted with ethyl acetate and the solution neutralised with Na2CO3 to pH=7 and saturated with NaOAc. The compound was extracted with ACN dried over MgSO4... Reactants: CSC=1S\C(\C(N1)=O)=C/C=1C=C2C=CC=NC2=CC1 (2-methylsulfanyl-5-[1-quinolin-6-yl-meth-(Z)-ylidene]-thiazol-4-one), FC1=C(C=CC(=C1)F)C(CO)N (1-(2,4-difluoro-phenyl)-2-hydroxy-ethylamine), CCN(C(C)C)C(C)C (DIEA). Product: FC1=C(C=CC(=C1)F)C(CO)NC=1S\C(\C(N1)=O)=C/C=1C=C2C=CC=NC2=CC1 (2-[1-(2,4-difluoro-phenyl)-2-hydroxy-ethylamino]-5-[1-quinolin-6-yl-meth-(Z)-ylidene]-thiazol-4-one). RXN SMILES: CS[C:3]1[S:4]/[C:5](=[CH:9]\[C:10]2[CH:11]=[C:12]3[C:17](=[CH:18][CH:19]=2)[N:16]=[CH:15][CH:14]=[CH:13]3)/[C:6](=[O:8])[N:7]=1.[F:20][C:21]1[CH:26]=[C:25]([F:27])[CH:24]=[CH:23][C:22]=1[CH:28]([NH2:31])[CH2:29][OH:30].CCN(C(C)C)C(C)C>>[F:20][C:21]1[CH:26]=[C:25]([F:27])[CH:24]=[CH:23][C:22]=1[CH:28]([NH:31][C:3]1[S:4]/[C:5](=[CH:9]\[C:10]2[CH:11]=[C:12]3[C:17](=[CH:18][CH:19]=2)[N:16]=[CH:15][CH:14]=[CH:13]3)/[C:6](=[O:8])[N:7]=1)[CH2:29][OH:30]. Procedure details: Similar procedure as described in example 1b was used, starting from 2-methylsulfanyl-5-[1-quinolin-6-yl-meth-(Z)-ylidene]-thiazol-4-one, 1-(2,4-difluoro-phenyl)-2-hydroxy-ethylamine and DIEA to give 2-[1-(2,4-difluoro-phenyl)-2-hydroxy-ethylamino]-5-[1-quinolin-6-yl-meth-(Z)-ylidene]-thiazol-4-one. LC-MS m/e 455 (MH+). The product is OC1(Cc2ccccc2)CCN(Cc2ccccc2)CC1. Starting materials: O=C1CCN(Cc2ccccc2)CC1, C1CCOC1, [Mg+]Cc1ccccc1, [Cl-]. Reaction SMILES: [CH2:10]([c:11]1[cH:12][cH:13][cH:14][cH:15][cH:16]1)[N:17]1[CH2:18][CH2:19][C:20](=[O:23])[CH2:21][CH2:22]1.[CH2:24]1[O:25][CH2:26][CH2:27][CH2:28]1.[CH2:2]([c:3]1[cH:4][cH:5][cH:6][cH:7][cH:8]1)[Mg+:9].[Cl-:1]>>[CH2:2]([c:3]1[cH:4][cH:5][cH:6][cH:7][cH:8]1)[C:20]1([OH:23])[CH2:19][CH2:18][N:17]([CH2:10][c:11]2[cH:12][cH:13][cH:14][cH:15][cH:16]2)[CH2:22][CH2:21]1.